This data is from the Open Reaction Database (ORD), a public repository of structured organic reaction records. The task is: describe an organic reaction: reactants, conditions, products, and yield Starting materials: Cn1c(=O)c2c(ncn2CC(O)CN2CCN(CCCSc3ccccc3)CC2)n(C)c1=O, CO, ClCCl, Cl, [NH4+], [OH-], O, OO. Product: Cn1c(=O)c2c(ncn2CC(O)CN2CCN(CCCS(=O)c3ccccc3)CC2)n(C)c1=O. As a reaction SMILES: [CH3:2][n:3]1[c:4](=[O:34])[n:5]([CH3:33])[c:6]2[n:7][cH:8][n:9]([CH2:13][CH:14]([CH2:15][N:16]3[CH2:17][CH2:18][N:19]([CH2:22][CH2:23][CH2:24][S:25][c:26]4[cH:27][cH:28][cH:29][cH:30][cH:31]4)[CH2:20][CH2:21]3)[OH:32])[c:10]2[c:11]1=[O:12].[CH3:41][OH:42].[Cl:38][CH2:39][Cl:40].[ClH:1].[NH4+:44].[OH-:43].[OH2:37].[OH:35][OH:36]>>[CH3:2][n:3]1[c:4](=[O:34])[n:5]([CH3:33])[c:6]2[n:7][cH:8][n:9]([CH2:13][CH:14]([CH2:15][N:16]3[CH2:17][CH2:18][N:19]([CH2:22][CH2:23][CH2:24][S:25]([c:26]4[cH:27][cH:28][cH:29][cH:30][cH:31]4)=[O:35])[CH2:20][CH2:21]3)[OH:32])[c:10]2[c:11]1=[O:12].